describe an organic reaction: reactants, conditions, products, and yield From a dataset of the Open Reaction Database (ORD), a public repository of structured organic reaction records. Starting materials: COC(=O)c1cc(NC(C)=O)ccc1Br, O, O=[N+]([O-])O, O=S(=O)(O)O. Product: COC(=O)c1c(Br)ccc(NC(C)=O)c1[N+](=O)[O-]. As a reaction SMILES: [CH3:1][O:2][C:3]([c:4]1[c:5]([Br:14])[cH:6][cH:7][c:8]([NH:10][C:11]([CH3:12])=[O:13])[cH:9]1)=[O:15].[OH2:20].[OH:16][N+:17]([O-:18])=[O:19].[S:21](=[O:22])(=[O:23])([OH:24])[OH:25]>>[CH3:1][O:2][C:3]([c:4]1[c:5]([Br:14])[cH:6][cH:7][c:8]([NH:10][C:11]([CH3:12])=[O:13])[c:9]1[N+:17](=[O:16])[O-:18])=[O:15]. Reactants: BrCc1ccc(Br)cc1, O=C([O-])[O-], COc1ccc(NN)cc1, Cl, [K+], [K+], CN(C)C=O. The product is COc1ccc(N(N)Cc2ccc(Br)cc2)cc1, Cl. Reaction SMILES: [Br:12][c:13]1[cH:14][cH:15][c:16]([CH2:17][Br:18])[cH:19][cH:20]1.[C:21](=[O:22])([O-:23])[O-:24].[CH3:2][O:3][c:4]1[cH:5][cH:6][c:7]([NH:10][NH2:11])[cH:8][cH:9]1.[ClH:1].[K+:25].[K+:26].[O:27]=[CH:28][N:29]([CH3:30])[CH3:31]>>[CH3:2][O:3][c:4]1[cH:5][cH:6][c:7]([N:10]([NH2:11])[CH2:17][c:16]2[cH:15][cH:14][c:13]([Br:12])[cH:20][cH:19]2)[cH:8][cH:9]1.[ClH:1]. The reactants are CC(C)C(=O)Nc1cccc(C2CCNCC2)c1, O=Cc1ccc(-c2ccc(OC(F)(F)F)cc2)o1. The product is CC(C)C(=O)Nc1cccc(C2CCN(Cc3ccc(-c4ccc(OC(F)(F)F)cc4)o3)CC2)c1. RXN SMILES: [CH3:19][CH:20]([C:21](=[O:22])[NH:23][c:24]1[cH:25][c:26]([CH:30]2[CH2:31][CH2:32][NH:33][CH2:34][CH2:35]2)[cH:27][cH:28][cH:29]1)[CH3:36].[F:1][C:2]([O:3][c:4]1[cH:5][cH:6][c:7](-[c:10]2[cH:11][cH:12][c:13]([CH:15]=[O:16])[o:14]2)[cH:8][cH:9]1)([F:17])[F:18]>>[F:1][C:2]([O:3][c:4]1[cH:5][cH:6][c:7](-[c:10]2[cH:11][cH:12][c:13]([CH2:15][N:33]3[CH2:32][CH2:31][CH:30]([c:26]4[cH:25][c:24]([NH:23][C:21]([CH:20]([CH3:19])[CH3:36])=[O:22])[cH:29][cH:28][cH:27]4)[CH2:35][CH2:34]3)[o:14]2)[cH:8][cH:9]1)([F:17])[F:18]. The reactants are FC1=CC=C(C=C1)C=CC(=O)N[C@@H](CC1=CC=C(C=C1)OC)C(=O)OC (Methyl N-[3-(4-Fluorophenyl)acryloyl]-O4-Methyl-L-Tyrosinate), [OH-].[Na+] (sodium hydroxide). Run in CO (methanol). The product is FC1=CC=C(C=C1)C=CC(=O)N[C@@H](CC1=CC=C(C=C1)OC)C(=O)O (N-[3-(4-Fluorophenyl)acryloyl]-O4-Methyl-L-Tyrosine). Yield: 91.6%. RXN SMILES: [F:1][C:2]1[CH:7]=[CH:6][C:5]([CH:8]=[CH:9][C:10]([NH:12][C@H:13]([C:23]([O:25]C)=[O:24])[CH2:14][C:15]2[CH:20]=[CH:19][C:18]([O:21][CH3:22])=[CH:17][CH:16]=2)=[O:11])=[CH:4][CH:3]=1.[OH-].[Na+]>CO>[F:1][C:2]1[CH:3]=[CH:4][C:5]([CH:8]=[CH:9][C:10]([NH:12][C@H:13]([C:23]([OH:25])=[O:24])[CH2:14][C:15]2[CH:16]=[CH:17][C:18]([O:21][CH3:22])=[CH:19][CH:20]=2)=[O:11])=[CH:6][CH:7]=1 |f:1.2|. Procedure details: The same procedures as in Example 90 were carried out from the compound obtained in Example 40 (2.5 g), 1 mol/L of an aqueous sodium hydroxide solution (21 mL), and methanol (150 mL), to give the captioned compound (2.2 g, 90%) as crystals. Starting materials: NC1=C(C=O)C=C(C=C1)F (2-amino-5-fluorobenzaldehyde), COC1=C(C(=CC=C1)OC)CCC#N (3-(2,6-dimethoxyphenyl)propionitrile). Yields the product COC1=C(CC=2C(=NC3=CC=C(C=C3C2)F)N)C(=CC=C1)OC (3-(2,6-Dimethoxybenzyl)-6-fluoroquinolin-2-amine). Reaction SMILES: [NH2:1][C:2]1[CH:9]=[CH:8][C:7]([F:10])=[CH:6][C:3]=1[CH:4]=O.[CH3:11][O:12][C:13]1[CH:18]=[CH:17][CH:16]=[C:15]([O:19][CH3:20])[C:14]=1[CH2:21][CH2:22][C:23]#[N:24]>>[CH3:20][O:19][C:15]1[CH:16]=[CH:17][CH:18]=[C:13]([O:12][CH3:11])[C:14]=1[CH2:21][C:22]1[C:23]([NH2:24])=[N:1][C:2]2[C:3]([CH:4]=1)=[CH:6][C:7]([F:10])=[CH:8][CH:9]=2. Procedure details: The title compound was synthesized according to EXAMPLE 11 from 2-amino-5-fluorobenzaldehyde and 3-(2,6-dimethoxyphenyl)propionitrile. The reactants are C#CCO, CCNCC, Cn1cc(C(=O)NCc2ccc(Cl)cc2)c(=O)c2cc(I)cc(F)c21, ClCCl, [Cu]I, Cl[Pd]Cl, c1ccc(P(c2ccccc2)c2ccccc2)cc1, c1ccc(P(c2ccccc2)c2ccccc2)cc1. The product is Cn1cc(C(=O)NCc2ccc(Cl)cc2)c(=O)c2cc(C#CCO)cc(F)c21. Reaction SMILES: [CH2:26]([C:27]#[CH:28])[OH:29].[CH2:30]([NH:31][CH2:32][CH3:33])[CH3:34].[Cl:1][c:2]1[cH:3][cH:4][c:5]([CH2:6][NH:7][C:8](=[O:9])[c:10]2[cH:11][n:12]([CH3:23])[c:13]3[c:14]([F:22])[cH:15][c:16]([I:21])[cH:17][c:18]3[c:19]2=[O:20])[cH:24][cH:25]1.[Cl:35][CH2:36][Cl:37].[Cu:38][I:39].[Pd:40]([Cl:41])[Cl:42].[c:43]1([P:44]([c:45]2[cH:46][cH:47][cH:48][cH:49][cH:50]2)[c:51]2[cH:52][cH:53][cH:54][cH:55][cH:56]2)[cH:57][cH:58][cH:59][cH:60][cH:61]1.[c:62]1([P:63]([c:64]2[cH:65][cH:66][cH:67][cH:68][cH:69]2)[c:70]2[cH:71][cH:72][cH:73][cH:74][cH:75]2)[cH:76][cH:77][cH:78][cH:79][cH:80]1>>[Cl:1][c:2]1[cH:3][cH:4][c:5]([CH2:6][NH:7][C:8](=[O:9])[c:10]2[cH:11][n:12]([CH3:23])[c:13]3[c:14]([F:22])[cH:15][c:16]([C:28]#[C:27][CH2:26][OH:29])[cH:17][c:18]3[c:19]2=[O:20])[cH:24][cH:25]1.